Dataset: the Open Reaction Database (ORD), a public repository of structured organic reaction records. Task: describe an organic reaction: reactants, conditions, products, and yield The reactants are [Al+3], [BH4-], CC12CCCc3cccc(c31)C(=O)CC2, CCOC(C)=O, [Cl-], [Cl-], [Cl-], [Na+], C1CCOC1. Product: CC12CC=Cc3cccc(c31)CCC2. Reaction SMILES: [Al+3:19].[BH4-:16].[CH3:1][C:2]12[CH2:3][CH2:4][C:5](=[O:15])[c:6]3[cH:7][cH:8][cH:9][c:10]([c:14]31)[CH2:11][CH2:12][CH2:13]2.[CH3:27][CH2:28][O:29][C:30](=[O:31])[CH3:32].[Cl-:18].[Cl-:20].[Cl-:21].[Na+:17].[O:22]1[CH2:23][CH2:24][CH2:25][CH2:26]1>>[CH3:1][C:2]12[CH2:3][CH:4]=[CH:5][c:6]3[cH:7][cH:8][cH:9][c:10]([c:14]31)[CH2:11][CH2:12][CH2:13]2. Starting materials: C1(CC1)N1C(C(C=2C=NC(=CC21)N=C(C2=CC=CC=C2)C2=CC=CC=C2)(C)C)=O (1-cyclopropyl-6-(diphenylmethyleneamino)-3,3-dimethyl-1H-pyrrolo[3,2-c]pyridin-2(3H)-one), C(C)(=O)[O-].[Na+] (sodium acetate), Cl.NO (hydroxylamine hydrochloride). The solvent is CO (methanol), CO (methanol). Conditions: temperature 50 celsius. Product: NC1=CC2=C(C=N1)C(C(N2C2CC2)=O)(C)C (6-Amino-1-cyclopropyl-3,3-dimethyl-1H-pyrrolo[3,2-c]pyridin-2(3H)-one), crystals. As a reaction SMILES: [CH:1]1([N:4]2[C:12]3[CH:11]=[C:10]([N:13]=C(C4C=CC=CC=4)C4C=CC=CC=4)[N:9]=[CH:8][C:7]=3[C:6]([CH3:28])([CH3:27])[C:5]2=[O:29])[CH2:3][CH2:2]1.C([O-])(=O)C.[Na+].Cl.NO>CO>[NH2:13][C:10]1[N:9]=[CH:8][C:7]2[C:6]([CH3:28])([CH3:27])[C:5](=[O:29])[N:4]([CH:1]3[CH2:2][CH2:3]3)[C:12]=2[CH:11]=1 |f:1.2,3.4|. Procedure details: A suspension of 1-cyclopropyl-6-(diphenylmethyleneamino)-3,3-dimethyl-1H-pyrrolo[3,2-c]pyridin-2(3H)-one (2.31 g, 6.06 mmol), sodium acetate (1.49 g, 18.2 mmol) and hydroxylamine hydrochloride (926 mg, 13.3 mmol) in methanol (60 ml) was heated to 50° C. for 3 hours. The reaction mixture was diluted with methanol, silica gel was added and the solvent was evaporated. The crude material was purified by flash chromatography on silica gel using dichloromethane/methanol as eluent. The title compound w... Reactants: C(C)N1C=C(C(C2=CC(=C(C(=C12)F)OC)OC)=O)C(=O)OCC (ethyl 1-ethyl-8-fluoro-6,7-dimethoxy-4-oxo-1,4-dihydroquinoline-3-carboxylate), B(Br)(Br)Br (boron tribromide). Run in CCO (EtOH), ClCCl (Dichloromethane). Reaction conditions: time 8 hour. Yields the product C(C)N1C=C(C(C2=CC(=C(C(=C12)F)O)O)=O)C(=O)O (1-ethyl-8-fluoro-6,7-dihydroxy-4-oxo-1,4-dihydroquinoline-3-carboxylic acid). The yield is 90.8%. As a reaction SMILES: [CH2:1]([N:3]1[C:12]2[C:7](=[CH:8][C:9]([O:16]C)=[C:10]([O:14]C)[C:11]=2[F:13])[C:6](=[O:18])[C:5]([C:19]([O:21]CC)=[O:20])=[CH:4]1)[CH3:2].B(Br)(Br)Br>ClCCl.CCO>[CH2:1]([N:3]1[C:12]2[C:7](=[CH:8][C:9]([OH:16])=[C:10]([OH:14])[C:11]=2[F:13])[C:6](=[O:18])[C:5]([C:19]([OH:21])=[O:20])=[CH:4]1)[CH3:2]. Procedure details: To a solution of ethyl 1-ethyl-8-fluoro-6,7-dimethoxy-4-oxo-1,4-dihydroquinoline-3-carboxylate (24 g, 74.2 mmol) in Dichloromethane (DCM) (300 mL) was added boron tribromide (35.1 mL, 371 mmol) at −78° C. The mixture was warmed up to rt and stirred at 25° C. overnight. LCMS indicated completion of the reaction. The mixture was diluted with EtOH and concentrated in vacuo. The same procedure was repeated several times to afford 1-ethyl-8-fluoro-6,7-dihydroxy-4-oxo-1,4-dihydroquinoline-3-carboxylic... Product: CC(C)(Oc1c(F)cc(C#N)cc1F)C(C1CCCCC1)n1c(-c2ccc(Cl)cc2)nc2cc(F)c(F)cc21. Reaction SMILES: [CH3:52][Si:53]([N-:54][Si:55]([CH3:56])([CH3:57])[CH3:58])([CH3:59])[CH3:60].[Cl:1][c:2]1[cH:3][cH:4][c:5](-[c:8]2[n:9][c:10]3[c:11]([n:12]2[CH:13]([C:14]([CH3:15])([O:16][c:17]2[cH:18][cH:19][c:20](-[c:21]4[nH:22][n:23][n:24][n:25]4)[cH:26][cH:27]2)[CH3:28])[CH:29]2[CH2:30][CH2:31][CH2:32][CH2:33][CH2:34]2)[cH:35][c:36]([F:40])[c:37]([F:39])[cH:38]3)[cH:6][cH:7]1.[F:41][c:42]1[cH:43][c:44]([C:45]#[N:46])[cH:47][c:48]([F:51])[c:49]1[F:50].[K+:61].[O:62]1[CH2:63][CH2:64][CH2:65][CH2:66]1>>[Cl:1][c:2]1[cH:3][cH:4][c:5](-[c:8]2[n:9][c:10]3[c:11]([n:12]2[CH:13]([C:14]([CH3:15])([O:16][c:49]2[c:42]([F:41])[cH:43][c:44]([C:45]#[N:46])[cH:47][c:48]2[F:51])[CH3:28])[CH:29]2[CH2:30][CH2:31][CH2:32][CH2:33][CH2:34]2)[cH:35][c:36]([F:40])[c:37]([F:39])[cH:38]3)[cH:6][cH:7]1. The reactants are C[Si](C)(C)[N-][Si](C)(C)C, CC(C)(Oc1ccc(-c2nnn[nH]2)cc1)C(C1CCCCC1)n1c(-c2ccc(Cl)cc2)nc2cc(F)c(F)cc21, N#Cc1cc(F)c(F)c(F)c1, [K+], C1CCOC1. Starting materials: ClC(C)Cl (Dichloroethane), C(C)(=O)O[BH-](OC(C)=O)OC(C)=O.[Na+] (Sodium triacetoxyborohydride), Cl.N[C@@H]([C@H](CCC(=O)O)C1=CC(=C(C=C1)F)Cl)C1=CC=C(C=C1)Cl ((4R,5S)-5-Amino-4-(3-chloro-4-fluorophenyl)-5-(4-chlorophenyl)pentanoic acid hydrochloride), CC(=O)C (acetone). Run in CN(C)C=O (DMF). Conditions: time 16 hour. The product is ClC=1C=C(C=CC1F)[C@H]1CCC(N([C@@H]1C1=CC=C(C=C1)Cl)C(C)C)=O ((5R,6S)-5-(3-Chloro-4-fluorophenyl)-6-(4-chlorophenyl)-1-isopropylpiperidin-2-one). RXN SMILES: C(O[BH-](OC(=O)C)OC(=O)C)(=O)C.[Na+].Cl.[NH2:16][C@H:17]([C:32]1[CH:37]=[CH:36][C:35]([Cl:38])=[CH:34][CH:33]=1)[C@@H:18]([C:24]1[CH:29]=[CH:28][C:27]([F:30])=[C:26]([Cl:31])[CH:25]=1)[CH2:19][CH2:20][C:21]([OH:23])=O.[CH3:39][C:40]([CH3:42])=O.ClC(Cl)C>CN(C=O)C>[Cl:31][C:26]1[CH:25]=[C:24]([C@@H:18]2[C@@H:17]([C:32]3[CH:33]=[CH:34][C:35]([Cl:38])=[CH:36][CH:37]=3)[N:16]([CH:40]([CH3:42])[CH3:39])[C:21](=[O:23])[CH2:20][CH2:19]2)[CH:29]=[CH:28][C:27]=1[F:30] |f:0.1,2.3|. Procedure details: Sodium triacetoxyborohydride (1.796 g, 8.48 mmol) was added to a solution of (4R,5S)-5-amino-4-(3-chloro-4-fluorophenyl)-5-(4-chlorophenyl)pentanoic acid hydrochloride (2.56 g, 6.52 mmol; Example 390, Step B) and acetone (0.491 mL, 6.68 mmol) in anhydrous DMF (6.52 mL) at rt. The reaction mixture was stirred at rt for 16 hours. Dichloroethane (25 mL) was added followed by 3 Å molecular sieves. The reaction mixture was heated to 70° C. for 22 hours, filtered and concentrated in vacuo. Purificatio...